describe an organic reaction: reactants, conditions, products, and yield From a dataset of the Open Reaction Database (ORD), a public repository of structured organic reaction records. Reaction conditions: time 2 hour. Product: N(=[N+]=[N-])CC1=C(C(=NO1)C)C1=C(C=CC=C1)C(=O)C1=CC=C(C=C1)Cl ((2-(5-(azidomethyl)-3-methylisoxazol-4-yl)phenyl) (4-chlorophenyl)methanone). Starting materials: CS(=O)(=O)OCC1=C(C(=NO1)C)C1=C(C=CC=C1)C(C1=CC=C(C=C1)Cl)=O ((4-(2-(4-chlorobenzoyl)phenyl)-3-methylisoxazol-5-yl)methyl methanesulfonate), CN(C)C=O (DMF), [N-]=[N+]=[N-].[Na+] (sodium azide). Solvent: O (water). As a reaction SMILES: CS(O[CH2:6][C:7]1[O:11][N:10]=[C:9]([CH3:12])[C:8]=1[C:13]1[CH:18]=[CH:17][CH:16]=[CH:15][C:14]=1[C:19](=[O:27])[C:20]1[CH:25]=[CH:24][C:23]([Cl:26])=[CH:22][CH:21]=1)(=O)=O.CN(C=O)C.[N-:33]=[N+:34]=[N-:35].[Na+]>O>[N:33]([CH2:6][C:7]1[O:11][N:10]=[C:9]([CH3:12])[C:8]=1[C:13]1[CH:18]=[CH:17][CH:16]=[CH:15][C:14]=1[C:19]([C:20]1[CH:25]=[CH:24][C:23]([Cl:26])=[CH:22][CH:21]=1)=[O:27])=[N+:34]=[N-:35] |f:2.3|. Procedure: To a round bottomed flask was added crude (4-(2-(4-chlorobenzoyl)phenyl)-3-methylisoxazol-5-yl)methyl methanesulfonate (30.8 mg, 0.076 mmol), DMF (2 mL), and sodium azide (4.93 mg, 0.076 mmol). The reaction was stirred at room temperature for 2 h before diluting with water and extracting with EtOAc. The combined organics were washed with brine, dried over Na2SO4, filtered, and concentrated to afford crude (2-(5-(azidomethyl)-3-methylisoxazol-4-yl)phenyl) (4-chlorophenyl)methanone. Starting materials: C(=O)(OC(C)(C)C)NC(NC1=CC=C(C(=O)N2CC(N(CC2)CCC(=O)OCC)=O)C=C1)=N (ethyl 3-(4-(4-(3-BOC-guanidino)benzoyl)-2-oxopiperazin-1-yl)propionate), [OH-].[Na+] (NaOH). The solvent is O1CCOCC1 (dioxane). Run at time 5 hour. Yields the product N(C(=N)N)C1=CC=C(C(=O)N2CC(N(CC2)CCC(=O)O)=O)C=C1 (3-(4-(4-guanidinobenzoyl)-2-oxopiperazin-1-yl)propionic acid). Reaction SMILES: C([NH:8][C:9](=[NH:33])[NH:10][C:11]1[CH:32]=[CH:31][C:14]([C:15]([N:17]2[CH2:22][CH2:21][N:20]([CH2:23][CH2:24][C:25]([O:27]CC)=[O:26])[C:19](=[O:30])[CH2:18]2)=[O:16])=[CH:13][CH:12]=1)(OC(C)(C)C)=O.[OH-].[Na+]>O1CCOCC1>[NH:10]([C:11]1[CH:12]=[CH:13][C:14]([C:15]([N:17]2[CH2:22][CH2:21][N:20]([CH2:23][CH2:24][C:25]([OH:27])=[O:26])[C:19](=[O:30])[CH2:18]2)=[O:16])=[CH:31][CH:32]=1)[C:9]([NH2:33])=[NH:8] |f:1.2|. Procedure details: A mixture of 10 g of ethyl 3-(4-(4-(3-BOC-guanidino)benzoyl)-2-oxopiperazin-1-yl)propionate (m.p. 143°; FAB 462; obtainable by condensing 4-(3-BOC-guanidino)benzoic acid with ethyl 3-(2-oxopiperazin-1-yl)propionate), 400 ml of dioxane and 56 ml of 1 N aqueous NaOH solution is stirred for 5 hours at 20°. It is evaporated, the residue is dissolved in water, the solution is washed several times with ethyl acetate, and HCl is added to pH 4. Extraction is carried out with ethyl acetate, the extract i... Reactants: O=C([O-])O, CC(C)O, Cc1cnc(NC(=O)C(COC(C)CO[Si](C(C)C)(C(C)C)C(C)C)Oc2ncnc3c2cnn3-c2c(Cl)cccc2C#N)cn1, Cl, [Na+]. Product: Cc1cnc(NC(=O)C(COC(C)CO)Oc2ncnc3c2cnn3-c2c(Cl)cccc2C#N)cn1. As a reaction SMILES: [C:48](=[O:49])([OH:50])[O-:51].[CH3:53][CH:54]([OH:55])[CH3:56].[Cl:2][c:3]1[c:4](-[n:11]2[n:12][cH:13][c:14]3[c:15]2[n:16][cH:17][n:18][c:19]3[O:20][CH:21]([C:22](=[O:23])[NH:24][c:25]2[n:26][cH:27][c:28]([CH3:31])[n:29][cH:30]2)[CH2:32][O:33][CH:34]([CH2:35][O:36][Si:37]([CH:38]([CH3:39])[CH3:40])([CH:41]([CH3:42])[CH3:43])[CH:44]([CH3:45])[CH3:46])[CH3:47])[c:5]([C:9]#[N:10])[cH:6][cH:7][cH:8]1.[ClH:1].[Na+:52]>>[Cl:2][c:3]1[c:4](-[n:11]2[n:12][cH:13][c:14]3[c:15]2[n:16][cH:17][n:18][c:19]3[O:20][CH:21]([C:22](=[O:23])[NH:24][c:25]2[n:26][cH:27][c:28]([CH3:31])[n:29][cH:30]2)[CH2:32][O:33][CH:34]([CH2:35][OH:36])[CH3:47])[c:5]([C:9]#[N:10])[cH:6][cH:7][cH:8]1. Reactants: [H-].[Al+3].[Li+].[H-].[H-].[H-] (Lithium aluminum hydride), BrC=1C=C(C=C2C(=CNC12)C=O)C(F)(F)F (7-bromo-5-(trifluoromethyl)-1H-indole-3-carbaldehyde). Run in C1CCOC1 (THF). Run at time 40 minute. Product: BrC=1C=C(C=C2C(=CNC12)C)C(F)(F)F (7-bromo-3-methyl-5-(trifluoromethyl)-1H-indole). The yield is 57.3%. Reaction SMILES: [H-].[Al+3].[Li+].[H-].[H-].[H-].[Br:7][C:8]1[CH:9]=[C:10]([C:19]([F:22])([F:21])[F:20])[CH:11]=[C:12]2[C:16]=1[NH:15][CH:14]=[C:13]2[CH:17]=O>C1COCC1>[Br:7][C:8]1[CH:9]=[C:10]([C:19]([F:22])([F:20])[F:21])[CH:11]=[C:12]2[C:16]=1[NH:15][CH:14]=[C:13]2[CH3:17] |f:0.1.2.3.4.5|. Procedure: Lithium aluminum hydride (16.98 ml, 16.98 mmol) was added to a −40° C. solution of 7-bromo-5-(trifluoromethyl)-1H-indole-3-carbaldehyde (1.24 g, 4.25 mmol) in THF (10 ml). The reaction was stirred between −30° C and −10° C. for 40 min and was quenched with saturated aqueous ammonium chloride (1 mL) and filtered through celite and washed with ethyl acetate (20 mL). The filtrate was evaporated and the residue was purified by chromatography on SiO2 with a gradient of 4% to 30% ethyl acetate/hexanes... Reactants: NC1=CC=CC=C1 (aniline), C(#N)[BH3-].[Na+] (Sodium cyanoborohydride), 3A, C1(=CC=CC=C1)CN1CC(C(CC1)=O)OC (1-phenylmethyl-3-methoxy-4-piperidone), Cl (hydrochloric acid). Procedure details: Sodium cyanoborohydride (0.17 g, 27 mmol) and 5.2 g of 3A molecular sieves were slowly added at room temperature to a stirred solution of 1-phenylmethyl-3-methoxy-4-piperidone (5b, 1 g, 4.56 mmol) from Example 3 in 40 ml of methanol, 2.55 g (27 mmol) of aniline and 3.57 ml of 2.55N hydrochloric acid in methanol. The reaction mixture was stirred at room temperature for 3 days, after which time the molecular sieves were filtered off and the solution was made acidic with 10ml of 10% hydrochloric ac... Solvent: CO (methanol), CO (methanol). RXN SMILES: C([BH3-])#N.[Na+].[C:5]1([CH2:11][N:12]2[CH2:17][CH2:16][C:15](=O)[CH:14]([O:19][CH3:20])[CH2:13]2)[CH:10]=[CH:9][CH:8]=[CH:7][CH:6]=1.[NH2:21][C:22]1[CH:27]=[CH:26][CH:25]=[CH:24][CH:23]=1.Cl>CO>[C:5]1([CH2:11][N:12]2[CH2:17][CH2:16][C@H:15]([NH:21][C:22]3[CH:27]=[CH:26][CH:25]=[CH:24][CH:23]=3)[C@H:14]([O:19][CH3:20])[CH2:13]2)[CH:10]=[CH:9][CH:8]=[CH:7][CH:6]=1 |f:0.1|. The yield is 3.7%. Conditions: time 3 day. Product: C1(=CC=CC=C1)CN1C[C@H]([C@H](CC1)NC1=CC=CC=C1)OC (cis-1-phenylmethyl-3-methoxy-4-phenylaminopiperidine). Reactants: C1(CC1)[C@@H](N[S@](=O)C(C)(C)C)C=1C=NC(=CC1)C(F)(F)F ((R)-N-((R)-Cyclopropyl(6-(trifluoromethyl)pyridin-3-yl)methyl)-2-methylpropane-2-sulfinamide), C(C)O (ethanol), Cl (hydrogen chloride). Run in O1CCOCC1 (dioxane). Run at time 8 hour. Yields the product C1(CC1)[C@@H](N)C=1C=NC(=CC1)C(F)(F)F ((R)-cyclopropyl(6-(trifluoromethyl)pyridin-3-yl)methanamine). RXN SMILES: [CH:1]1([C@H:4]([C:12]2[CH:13]=[N:14][C:15]([C:18]([F:21])([F:20])[F:19])=[CH:16][CH:17]=2)[NH:5][S@@](C(C)(C)C)=O)[CH2:3][CH2:2]1.C(O)C.Cl>O1CCOCC1>[CH:1]1([C@H:4]([C:12]2[CH:13]=[N:14][C:15]([C:18]([F:21])([F:19])[F:20])=[CH:16][CH:17]=2)[NH2:5])[CH2:3][CH2:2]1. Reported procedure: (R)-N-((R)-Cyclopropyl(6-(trifluoromethyl)pyridin-3-yl)methyl)-2-methylpropane-2-sulfinamide (0.245 g, 0.765 mmol), ethanol (2.7 mL), and 4.0 M of hydrogen chloride in dioxane (2.7 mL) were combined and the mixture was stirred at rt overnight. Reaction was concentrated down to an oil and then redissolved and washed with ethanol 3 times, and concentrated. The residue was dried on the high vacuum overnight to obtain a white solid. The reactants are C1CCOC1, [Li+], [OH-], COC(=O)c1ccnc(-c2ccccc2)c1. Product: [Li+], O=C([O-])c1ccnc(-c2ccccc2)c1. Reaction SMILES: [CH2:19]1[O:20][CH2:21][CH2:22][CH2:23]1.[Li+:17].[OH-:18].[c:1]1(-[c:7]2[cH:8][c:9]([C:10](=[O:11])[O:12][CH3:13])[cH:14][cH:15][n:16]2)[cH:2][cH:3][cH:4][cH:5][cH:6]1>>[Li+:17].[c:1]1(-[c:7]2[cH:8][c:9]([C:10](=[O:11])[O-:12])[cH:14][cH:15][n:16]2)[cH:2][cH:3][cH:4][cH:5][cH:6]1.